Dataset: the Open Reaction Database (ORD), a public repository of structured organic reaction records. Task: describe an organic reaction: reactants, conditions, products, and yield The reactants are [H-].[Na+] (NaH), ClC=1C=CC=C2C=3C(CCCC3NC12)=O (8-Chloro-1,2,3,9-tetrahydro-4H-carbazol-4-one), CCCCC (pentane), FC1=CC=C(CBr)C=C1 (p-fluorobenzyl bromide), [H-].[Na+] (NaH). Solvent: CN(C)C=O (DMF), CN(C)C=O (DMF). Run at time 22 minute. The product is ClC=1C=CC=C2C=3C(CCCC3N(C12)CC1=CC=C(C=C1)F)=O (8-Chloro-9-(4-fluorobenzyl)-1,2,3,9-tetrahydro-4H-carbazol-4-one). Yield: 70.8%. RXN SMILES: [Cl:1][C:2]1[CH:3]=[CH:4][CH:5]=[C:6]2[C:14]=1[NH:13][C:12]1[CH2:11][CH2:10][CH2:9][C:8](=[O:15])[C:7]2=1.CCCCC.[H-].[Na+].[F:23][C:24]1[CH:31]=[CH:30][C:27]([CH2:28]Br)=[CH:26][CH:25]=1>CN(C=O)C>[Cl:1][C:2]1[CH:3]=[CH:4][CH:5]=[C:6]2[C:14]=1[N:13]([CH2:28][C:27]1[CH:30]=[CH:31][C:24]([F:23])=[CH:25][CH:26]=1)[C:12]1[CH2:11][CH2:10][CH2:9][C:8](=[O:15])[C:7]2=1 |f:2.3|. Procedure: 8-Chloro-1,2,3,9-tetrahydro-4H-carbazol-4-one (0.1973 g, 0.90 mmol) is added to a slurry of pentane-washed NaH (0.0286 g, 0.72 mmol) in DMF (1 mL) and, after stirring for 22 min, p-fluorobenzyl bromide (0.14 mL, 0.0011 mol) is added. Starting material remained after 30 min, so additional NaH (0.0166 g, 0.42 mmol) and DMF (1.8 mL) are added. The mixture is stirred for 1 h, at which time the mixture is partitioned between aq. sodium bicarbonate and ethyl acetate. The organic layer is dried over so... Reactants: CCOC(=O)C(C)=NOP(=O)(CC)c1cc(Oc2ccc(C(F)(F)F)cc2Cl)ccc1NO, CCO, [Cl-]. Yields the product CCOC(=O)C(C)=NOP(=O)(CC)c1cc(Oc2ccc(C(F)(F)F)cc2Cl)ccc1N=O. Reaction SMILES: [CH2:1]([CH3:2])[P:3](=[O:4])([O:5][N:6]=[C:7]([C:8](=[O:9])[O:10][CH2:11][CH3:12])[CH3:13])[c:14]1[c:15]([NH:32][OH:33])[cH:16][cH:17][c:18]([O:20][c:21]2[c:22]([Cl:31])[cH:23][c:24]([C:27]([F:28])([F:29])[F:30])[cH:25][cH:26]2)[cH:19]1.[CH3:35][CH2:36][OH:37].[Cl-:34]>>[CH2:1]([CH3:2])[P:3](=[O:4])([O:5][N:6]=[C:7]([C:8](=[O:9])[O:10][CH2:11][CH3:12])[CH3:13])[c:14]1[c:15]([N:32]=[O:33])[cH:16][cH:17][c:18]([O:20][c:21]2[c:22]([Cl:31])[cH:23][c:24]([C:27]([F:28])([F:29])[F:30])[cH:25][cH:26]2)[cH:19]1.